Dataset: the Open Reaction Database (ORD), a public repository of structured organic reaction records. Task: describe an organic reaction: reactants, conditions, products, and yield Starting materials: N,N'-carbonyldiimidazole, [N+](=O)([O-])C1=CC=C(COC(=O)N2[C@H](C(=O)O)C[C@H](C2)O[Si](C)(C)C)C=C1 (trans-1-(4-nitrobenzyloxycarbonyl)-4-trimethylsilyloxy-L-proline), OCCN1CCNCC1 (1-(2-hydroxyethyl)piperazine). The solvent is C(C)#N (acetonitrile), C(C)#N (acetonitrile). Conditions: time 1 hour. The product is OCCN1CCN(CC1)C(=O)[C@H]1N(C[C@@H](C1)O[Si](C)(C)C)C(=O)OCC1=CC=C(C=C1)[N+](=O)[O-] ((2S,4R)-2-(4-(2-hydroxyethyl)-1-piperazinylcarbonyl)-4-trimethylsilyloxy-1-(4-nitrobenzyloxycarbonyl)pyrrolidine). The yield is 65.8%. RXN SMILES: [N+:1]([C:4]1[CH:26]=[CH:25][C:7]([CH2:8][O:9][C:10]([N:12]2[CH2:19][C@H:18]([O:20][Si:21]([CH3:24])([CH3:23])[CH3:22])[CH2:17][C@H:13]2[C:14](O)=[O:15])=[O:11])=[CH:6][CH:5]=1)([O-:3])=[O:2].[OH:27][CH2:28][CH2:29][N:30]1[CH2:35][CH2:34][NH:33][CH2:32][CH2:31]1>C(#N)C>[OH:27][CH2:28][CH2:29][N:30]1[CH2:35][CH2:34][N:33]([C:14]([C@@H:13]2[CH2:17][C@@H:18]([O:20][Si:21]([CH3:23])([CH3:22])[CH3:24])[CH2:19][N:12]2[C:10]([O:9][CH2:8][C:7]2[CH:6]=[CH:5][C:4]([N+:1]([O-:3])=[O:2])=[CH:26][CH:25]=2)=[O:11])=[O:15])[CH2:32][CH2:31]1. Reported procedure: 674 mg of trans-1-(4-nitrobenzyloxycarbonyl)-4-trimethylsilyloxy-L-proline [prepared as described in step (2) above] were dissolved in 14 ml of anhydrous acetonitrile, and 343 mg of N,N'-carbonyldiimidazole were added to the resulting solution. The resulting mixture was then stirred at room temperature for 1 hour. At the end of this time, a solution of 275 mg of 1-(2-hydroxyethyl)piperazine in 1 ml of anhydrous acetonitrile was added to the reaction mixture, and the resulting mixture was stirred... Reactants: CCOC(=O)C1(COc2ccc(-c3ccc(F)cc3)cc2)CCNC1, O=C(Cl)C1CCC1. Yields the product CCOC(=O)C1(COc2ccc(-c3ccc(F)cc3)cc2)CCN(C(=O)C2CCC2)C1. As a reaction SMILES: [CH2:8]([CH3:9])[O:10][C:11](=[O:12])[C:13]1([CH2:18][O:19][c:20]2[cH:21][cH:22][c:23](-[c:26]3[cH:27][cH:28][c:29]([F:32])[cH:30][cH:31]3)[cH:24][cH:25]2)[CH2:14][NH:15][CH2:16][CH2:17]1.[CH:1]1([C:5](=[O:6])[Cl:7])[CH2:2][CH2:3][CH2:4]1>>[CH:1]1([C:5](=[O:6])[N:15]2[CH2:14][C:13]([C:11]([O:10][CH2:8][CH3:9])=[O:12])([CH2:18][O:19][c:20]3[cH:21][cH:22][c:23](-[c:26]4[cH:27][cH:28][c:29]([F:32])[cH:30][cH:31]4)[cH:24][cH:25]3)[CH2:17][CH2:16]2)[CH2:2][CH2:3][CH2:4]1. Starting materials: ClC1=CC=C(C=C1)S(=O)(=O)N([C@H]1[C@@H](CCC1)CO)CC1=CC=C(C=C1)C#N (4-chloro-N-(4-cyanobenzyl)-N-(trans-2-(hydroxymethyl)cyclopentyl)benzenesulfonamide), NO (hydroxylamine), C(C)O (ethanol). Reaction conditions: time 8 hour. Product: O1N=C(N=C1)C1=CC=C(CN(S(=O)(=O)C2=CC=C(C=C2)Cl)[C@H]2[C@@H](CCC2)CO)C=C1 (N-(4-(1,2,4-oxadiazol-3-yl)benzyl)-4-chloro-N-(trans-2-(hydroxymethyl)cyclopentyl)benzenesulfonamide). The yield is 51.0%. RXN SMILES: [Cl:1][C:2]1[CH:7]=[CH:6][C:5]([S:8]([N:11]([CH2:19][C:20]2[CH:25]=[CH:24][C:23]([C:26]#[N:27])=[CH:22][CH:21]=2)[C@@H:12]2[CH2:16][CH2:15][CH2:14][C@H:13]2[CH2:17][OH:18])(=[O:10])=[O:9])=[CH:4][CH:3]=1.[NH2:28]O.[CH2:30]([OH:32])C>>[O:32]1[CH:30]=[N:28][C:26]([C:23]2[CH:22]=[CH:21][C:20]([CH2:19][N:11]([C@@H:12]3[CH2:16][CH2:15][CH2:14][C@H:13]3[CH2:17][OH:18])[S:8]([C:5]3[CH:4]=[CH:3][C:2]([Cl:1])=[CH:7][CH:6]=3)(=[O:10])=[O:9])=[CH:25][CH:24]=2)=[N:27]1. Reported procedure: A solution of 4-chloro-N-(4-cyanobenzyl)-N-(trans-2-(hydroxymethyl)cyclopentyl)benzenesulfonamide (211 mg, 0.521 mmol) and 50% aqueous hydroxylamine (250 uL) was refluxed in ethanol (7 mL) overnight. The reaction was concentrated to dryness by rotary evaporation and co-evaporation with benzene. The dry amideoxime intermediate was then refluxed in triethylorthoformate (8 mL) under nitrogen for 5 h. After cooling to room temperature, boron trifluoride etherate (approximately 250 uL) was added and ...